From a dataset of the Open Reaction Database (ORD), a public repository of structured organic reaction records. describe an organic reaction: reactants, conditions, products, and yield Reactants: NC(C=1C=C2C(CC3(CCN(CC3)C(=O)OC(C)(C)C)OC2=CC1)O[Si](C)(C)C(C)(C)C)=NO (tert-butyl 6-[amino(hydroxyimino)methyl]-4-{[tert-butyl(dimethyl)silyl]oxy}spiro[chroman-2,4′-piperidine]-1′-carboxylate), N1=CC=CC=C1 (pyridine), ClC(=O)OCC(CCCC)CC (2-Ethylhexyl chloroformate). Solvent: CN(C)C=O (DMF). Run at temperature 0 celsius, time 1.5 hour. Yields the product NC(C=1C=C2C(CC3(CCN(CC3)C(=O)OC(C)(C)C)OC2=CC1)O[Si](C)(C)C(C)(C)C)=NOC(=O)OCC(CCCC)CC (tert-butyl 6-{amino[({[(2-ethylhexyl)oxy]carbonyl}oxy)-imino]methyl}-4-{[tert-butyl(dimethyl)silyl]oxy}spiro[chroman-2,4′-piperidine]-1′-carboxylate). RXN SMILES: [NH2:1][C:2](=[N:33][OH:34])[C:3]1[CH:4]=[C:5]2[C:22](=[CH:23][CH:24]=1)[O:21][C:8]1([CH2:13][CH2:12][N:11]([C:14]([O:16][C:17]([CH3:20])([CH3:19])[CH3:18])=[O:15])[CH2:10][CH2:9]1)[CH2:7][CH:6]2[O:25][Si:26]([C:29]([CH3:32])([CH3:31])[CH3:30])([CH3:28])[CH3:27].N1C=CC=CC=1.Cl[C:42]([O:44][CH2:45][CH:46]([CH2:51][CH3:52])[CH2:47][CH2:48][CH2:49][CH3:50])=[O:43]>CN(C=O)C>[NH2:1][C:2](=[N:33][O:34][C:42]([O:44][CH2:45][CH:46]([CH2:51][CH3:52])[CH2:47][CH2:48][CH2:49][CH3:50])=[O:43])[C:3]1[CH:4]=[C:5]2[C:22](=[CH:23][CH:24]=1)[O:21][C:8]1([CH2:13][CH2:12][N:11]([C:14]([O:16][C:17]([CH3:20])([CH3:19])[CH3:18])=[O:15])[CH2:10][CH2:9]1)[CH2:7][CH:6]2[O:25][Si:26]([C:29]([CH3:32])([CH3:31])[CH3:30])([CH3:28])[CH3:27]. Reported procedure: To a solution of tert-butyl 6-[amino(hydroxyimino)methyl]-4-{[tert-butyl(dimethyl)silyl]oxy}spiro[chroman-2,4′-piperidine]-1′-carboxylate in 80 mL of DMF were added 3.78 mL of pyridine and 8.4 mL of 2-Ethylhexyl chloroformate at 0° C., and the reaction mixture was stirred at 0° C. for 1.5 h. The reaction mixture was poured into ice-cold brine, and extracted with AcOEt twice. The combined organic layers were washed with H2O and brine, dried over Na2SO4, filtered, and concentrated in reduced press... The reactants are CCCCc1c(-c2nc(-c3ccc(CN4CC(C(=O)OC(C)(C)C)C4)cc3)no2)noc1-c1ccccc1, O=C(O)C(F)(F)F. Yields the product CCCCc1c(-c2nc(-c3ccc(CN4CC(C(=O)O)C4)cc3)no2)noc1-c1ccccc1. As a reaction SMILES: [CH2:1]([CH2:2][CH2:3][CH3:4])[c:5]1[c:6](-[c:16]2[n:17][c:18](-[c:21]3[cH:22][cH:23][c:24]([CH2:25][N:26]4[CH2:27][CH:28]([C:30](=[O:31])[O:32][C:33]([CH3:34])([CH3:35])[CH3:36])[CH2:29]4)[cH:37][cH:38]3)[n:19][o:20]2)[n:7][o:8][c:9]1-[c:10]1[cH:11][cH:12][cH:13][cH:14][cH:15]1.[OH:39][C:40]([C:41]([F:42])([F:43])[F:44])=[O:45]>>[CH2:1]([CH2:2][CH2:3][CH3:4])[c:5]1[c:6](-[c:16]2[n:17][c:18](-[c:21]3[cH:22][cH:23][c:24]([CH2:25][N:26]4[CH2:27][CH:28]([C:30](=[O:31])[OH:32])[CH2:29]4)[cH:37][cH:38]3)[n:19][o:20]2)[n:7][o:8][c:9]1-[c:10]1[cH:11][cH:12][cH:13][cH:14][cH:15]1. The reactants are [Li+].[OH-] (LiOH), CC(CC(NC1=CC=C(C=C1)C1=CC=C(C=C1)C(F)(F)F)C1=NC=C(C(=O)OC)C=C1)C (Methyl 6-(3-methyl-1-(4′-(trifluoromethyl)biphenyl-4-ylamino)butyl)nicotinate), Cl (HCl). The solvent is O1CCCC1 (tetrahydrofuran), O (water). Reaction conditions: time 2 hour. The product is CC(CC(NC1=CC=C(C=C1)C1=CC=C(C=C1)C(F)(F)F)C1=NC=C(C(=O)O)C=C1)C (6-(3-methyl-1-(4′-(trifluoromethyl)biphenyl-4-ylamino)butyl)nicotinic acid). The yield is 97.9%. RXN SMILES: [CH3:1][CH:2]([CH3:32])[CH2:3][CH:4]([C:22]1[CH:31]=[CH:30][C:25]([C:26]([O:28]C)=[O:27])=[CH:24][N:23]=1)[NH:5][C:6]1[CH:11]=[CH:10][C:9]([C:12]2[CH:17]=[CH:16][C:15]([C:18]([F:21])([F:20])[F:19])=[CH:14][CH:13]=2)=[CH:8][CH:7]=1.[Li+].[OH-].Cl>O.O1CCCC1>[CH3:1][CH:2]([CH3:32])[CH2:3][CH:4]([C:22]1[CH:31]=[CH:30][C:25]([C:26]([OH:28])=[O:27])=[CH:24][N:23]=1)[NH:5][C:6]1[CH:7]=[CH:8][C:9]([C:12]2[CH:13]=[CH:14][C:15]([C:18]([F:21])([F:20])[F:19])=[CH:16][CH:17]=2)=[CH:10][CH:11]=1 |f:1.2|. Procedure details: Methyl 6-(3-methyl-1-(4′-(trifluoromethyl)biphenyl-4-ylamino)butyl)nicotinate (190 mg, 0.429 mmol) was dissolved in water (3 mL) and tetrahydrofuran (3 mL). 1N LiOH (54.0 mg, 1.29 mmol) was added. The reaction was stirred at room temperature for 2 hours. The reaction was neutralized with 1N HCl and extracted with ethyl acetate. The organic layer was dried over sodium sulfate, filtered and concentrated to give 6-(3-methyl-1-(4′-(trifluoromethyl)biphenyl-4-ylamino)butyl)nicotinic acid (180 mg, 98%... Starting materials: OCc1ccc2c(c1)OCO2, CC(=CCCl)CCOC(C)C, [Na+], [OH-], O, c1ccccc1. The product is CC(=CCOCc1ccc2c(c1)OCO2)CCOC(C)C. Reaction SMILES: [CH2:3]1[O:4][c:5]2[cH:6][c:7]([CH2:8][OH:9])[cH:10][cH:11][c:12]2[O:13]1.[Cl:20][CH2:21][CH:22]=[C:23]([CH2:24][CH2:25][O:26][CH:27]([CH3:28])[CH3:29])[CH3:30].[Na+:2].[OH-:1].[OH2:31].[cH:14]1[cH:15][cH:16][cH:17][cH:18][cH:19]1>>[CH2:3]1[O:4][c:5]2[cH:6][c:7]([CH2:8][O:9][CH2:21][CH:22]=[C:23]([CH2:24][CH2:25][O:26][CH:27]([CH3:28])[CH3:29])[CH3:30])[cH:10][cH:11][c:12]2[O:13]1. Reactants: C1(=C(C=CC=C1)P(C1=C(C=CC=C1)C)C1=C(C=CC=C1)C)C (tri-o-tolylphosphine), CC(C)([O-])C.[Na+] (sodium t-butoxide), C(C)C=1C=C(C=CC1)Br (3-ethylbromobenzene), C(=O)(OC(C)(C)C)N1CCNCC1 (1-Boc-piperazine). Reagents/catalysts: Cl[Pd]Cl (PdCl2). The solvent is CCOCC (ether), C1(=CC=CC=C1)C (toluene), C1(=CC=CC=C1)C (toluene), CCOC(=O)C.CCCCCC (EtOAc Hexane). Reaction conditions: time 15 minute. Product: C(=O)(OC(C)(C)C)N1CCN(CC1)C1=CC(=CC=C1)CC (1-Boc-4-(3-ethylphenyl)piperazine). As a reaction SMILES: C1(C)C=CC=CC=1P(C1C=CC=CC=1C)C1C=CC=CC=1C.[CH2:23]([C:25]1[CH:26]=[C:27](Br)[CH:28]=[CH:29][CH:30]=1)[CH3:24].[C:32]([N:39]1[CH2:44][CH2:43][NH:42][CH2:41][CH2:40]1)([O:34][C:35]([CH3:38])([CH3:37])[CH3:36])=[O:33].CC(C)([O-])C.[Na+]>CCOCC.Cl[Pd]Cl.CCOC(C)=O.CCCCCC.C1(C)C=CC=CC=1>[C:32]([N:39]1[CH2:40][CH2:41][N:42]([C:27]2[CH:28]=[CH:29][CH:30]=[C:25]([CH2:23][CH3:24])[CH:26]=2)[CH2:43][CH2:44]1)([O:34][C:35]([CH3:38])([CH3:37])[CH3:36])=[O:33] |f:3.4,7.8|. Reported procedure: Into a 15 mL round-bottomed flask fitted with a reflux condensor, a magnetic stirring bar, and a nitrogen inlet was added 1 mL dry toluene followed by 0.016 g (0.09 mmol) PdCl2 and 0.055 g (0.18 mmol) tri-o-tolylphosphine. After stirring for 15 min, an additional 15 mL dry toluene was added followed by 0.33 g (1.8 mmol) 3-ethylbromobenzene, 0.41 g (2.2 mmol) 1-Boc-piperazine and 0.242 g (2.5 mmol) sodium t-butoxide. The reaction was heated to reflux for 18 hr, after which time TLC (20% EtOAc/Hex...